This data is from the Open Reaction Database (ORD), a public repository of structured organic reaction records. The task is: describe an organic reaction: reactants, conditions, products, and yield Reactants: C(C)(=O)Cl (acetyl chloride), C1(=CC=CC=C1)C=1SC(=CN1)C(=O)O (2-phenyl-5-thiazole-carboxylic acid). Run in CO (methanol). The product is C1(=CC=CC=C1)C=1SC(=CN1)C(=O)OC (methyl 2-phenyl-5-thiazole carboxylate). RXN SMILES: [C:1](Cl)(=O)C.[C:5]1([C:11]2[S:12][C:13]([C:16]([OH:18])=[O:17])=[CH:14][N:15]=2)[CH:10]=[CH:9][CH:8]=[CH:7][CH:6]=1>CO>[C:5]1([C:11]2[S:12][C:13]([C:16]([O:18][CH3:1])=[O:17])=[CH:14][N:15]=2)[CH:6]=[CH:7][CH:8]=[CH:9][CH:10]=1. Reported procedure: 2.5 ml of acetyl chloride were added to a solution of 4.77 g of the acid of Stage B in 160 ml of methanol, and the mixture was refluxed for 18 hours. After evaporating to dryness under reduced pressure, the residue was taken up in ethyl acetate. The mixture was filtered and concentrated to a reduced volume. The crystals were separated off and the mother liquors were washed with sodium hydroxide. Extraction was carried out with ethyl acetate, followed by washing with water and evaporating to dryn... Starting materials: NC(=O)c1ccc(Br)cc1, CC(C)(Cc1c[nH]c2c(OS(=O)(=O)C(F)(F)F)cccc12)NC(=O)OC(C)(C)C, CC(=O)[O-], CS(C)=O, CCOC(C)=O, ClCCl, Cl[Pd]Cl, [K+], [Na+], [Na+], O=C([O-])[O-]. Yields the product CC(C)(Cc1c[nH]c2c(-c3ccc(C(N)=O)cc3)cccc12)NC(=O)OC(C)(C)C. RXN SMILES: [Br:1][c:2]1[cH:3][cH:4][c:5]([C:6](=[O:7])[NH2:8])[cH:9][cH:10]1.[C:16]([CH3:17])([CH3:18])([CH3:19])[O:20][C:21](=[O:22])[NH:23][C:24]([CH2:25][c:26]1[cH:27][nH:28][c:29]2[c:30]([O:35][S:36]([C:37]([F:38])([F:39])[F:40])(=[O:41])=[O:42])[cH:31][cH:32][cH:33][c:34]12)([CH3:43])[CH3:44].[CH3:12][C:13](=[O:14])[O-:15].[CH3:51][S:52]([CH3:53])=[O:54].[CH3:55][CH2:56][O:57][C:58](=[O:59])[CH3:60].[Cl:61][CH2:62][Cl:63].[Cl:64][Pd:65][Cl:66].[K+:11].[Na+:45].[Na+:46].[O-:47][C:48](=[O:49])[O-:50]>>[c:2]1(-[c:30]2[c:29]3[nH:28][cH:27][c:26]([CH2:25][C:24]([NH:23][C:21]([O:20][C:16]([CH3:17])([CH3:18])[CH3:19])=[O:22])([CH3:43])[CH3:44])[c:34]3[cH:33][cH:32][cH:31]2)[cH:3][cH:4][c:5]([C:6](=[O:7])[NH2:8])[cH:9][cH:10]1.